Dataset: the Open Reaction Database (ORD), a public repository of structured organic reaction records. Task: describe an organic reaction: reactants, conditions, products, and yield Reagents/catalysts: [C].[Pd] (palladium carbon). Procedure: A mixture of 1-[2-(4-nitrophenyl)ethyl]-1H-pyrazole (0.8 g), 10% palladium carbon (80 mg) and ethanol (200 ml) was stirred under a hydrogen atmosphere at room temperature for 6 hrs. Palladium carbon was removed from the reaction mixture by filtration, and the filtrate was concentrated. Recrystallization of the residue from ethyl acetate-hexane gave 1-[2-(4-aminophenyl)ethyl]-1H-pyrazole (520 mg, 75%) as colorless prism crystals. melting point: 73-74° C. The solvent is C(C)O (ethanol). Reaction conditions: time 6 hour. The product is NC1=CC=C(C=C1)CCN1N=CC=C1 (1-[2-(4-aminophenyl)ethyl]-1H-pyrazole). Starting materials: [N+](=O)([O-])C1=CC=C(C=C1)CCN1N=CC=C1 (1-[2-(4-nitrophenyl)ethyl]-1H-pyrazole). The yield is 75.4%. RXN SMILES: [N+:1]([C:4]1[CH:9]=[CH:8][C:7]([CH2:10][CH2:11][N:12]2[CH:16]=[CH:15][CH:14]=[N:13]2)=[CH:6][CH:5]=1)([O-])=O>[C].[Pd].C(O)C>[NH2:1][C:4]1[CH:9]=[CH:8][C:7]([CH2:10][CH2:11][N:12]2[CH:16]=[CH:15][CH:14]=[N:13]2)=[CH:6][CH:5]=1 |f:1.2|. Product: [N+](=O)([O-])C1=CC=C(CNC([C@@H](NC([C@@H](NC([C@@H](NC(=O)OC(C)(C)C)CC2=CC=CC=C2)=O)CC(C)C)=O)C)=O)C=C1 (N-(t-Butoxycarbonyl)-phenylalanyl-L-leucyl-L-alanine 4-Nitrobenzylamide). Reaction SMILES: [C:1]([O:5][C:6]([NH:8][C@@H:9]([C:17]([OH:19])=O)[CH2:10][C:11]1[CH:16]=[CH:15][CH:14]=[CH:13][CH:12]=1)=[O:7])([CH3:4])([CH3:3])[CH3:2].C(OC(N[C@H](C(O)=O)CC1C=CC=CC=1)=O)(C)(C)C.[N+:39]([C:42]1[CH:62]=[CH:61][C:45]([CH2:46][NH:47][C:48](=[O:60])[C@H:49]([CH3:59])[NH:50][C:51](=[O:58])[C@H:52]([CH2:54][CH:55]([CH3:57])[CH3:56])[NH2:53])=[CH:44][CH:43]=1)([O-:41])=[O:40].C(Cl)Cl>C(OCC)(=O)C>[N+:39]([C:42]1[CH:62]=[CH:61][C:45]([CH2:46][NH:47][C:48](=[O:60])[C@H:49]([CH3:59])[NH:50][C:51](=[O:58])[C@H:52]([CH2:54][CH:55]([CH3:56])[CH3:57])[NH:53][C:17](=[O:19])[C@H:9]([CH2:10][C:11]2[CH:12]=[CH:13][CH:14]=[CH:15][CH:16]=2)[NH:8][C:6]([O:5][C:1]([CH3:2])([CH3:3])[CH3:4])=[O:7])=[CH:44][CH:43]=1)([O-:41])=[O:40]. Procedure: Parallel syntheses for the D-isomer (R1 =H, R2 =benzyl) and L-isomer (R1 =benzyl, R2 =H) were performed. The following procedure was used for each. The procedure of Example 2, Section B was followed, using t-butoxycarbonyl-D-phenylalanine for one isomer and t-butoxycarbonyl-L-phenylalanine for the other, and using L-leucyl-L-alanine 4-nitrobenzylamide of the formula ##STR28## instead of (-)N-(L-2-hydroxy-4-methylpentanoyl)-L-alanine 4-nitrobenzyl amide. The reaction was carried out on a 2.0 mmol... The reactants are C(C)(C)(C)OC(=O)N[C@H](CC1=CC=CC=C1)C(=O)O (t-butoxycarbonyl-D-phenylalanine), (-)N-(L-2-hydroxy-4-methylpentanoyl)-L-alanine 4-nitrobenzyl amide, C(Cl)Cl (methylene chloride), C(C)(C)(C)OC(=O)N[C@@H](CC1=CC=CC=C1)C(=O)O (t-butoxycarbonyl-L-phenylalanine), [N+](=O)([O-])C1=CC=C(CNC([C@@H](NC([C@@H](N)CC(C)C)=O)C)=O)C=C1 (L-leucyl-L-alanine 4-nitrobenzylamide). Isolated yield 71.0%. Solvent: C(C)(=O)OCC (ethyl acetate). Reactants: C(C)(C)(C)OC(=O)N1CC(C(CC1)=O)=CN(C)C (3-dimethylaminomethylene-4-oxo-piperidine-1-carboxylic acid tert-butyl ester), O.Cl.C(C1=CC=CC=C1)(=N)N (benzamidine hydrochloride hydrate), [O-]CC.[Na+] (sodium ethoxide). Run in C(C)O (ethanol). The product is C(C)(C)(C)OC(=O)N1CC2=C(N=C(N=C2)C2=CC=CC=C2)CC1 (2-Phenyl-7,8-dihydro-5H-pyrido[4,3-d]pyrimidine-6-carboxylic acid tert-butyl ester). Yield: 49.0%. As a reaction SMILES: [C:1]([O:5][C:6]([N:8]1[CH2:13][CH2:12][C:11](=O)[C:10](=[CH:15]N(C)C)[CH2:9]1)=[O:7])([CH3:4])([CH3:3])[CH3:2].O.Cl.[C:21]([NH2:29])(=[NH:28])[C:22]1[CH:27]=[CH:26][CH:25]=[CH:24][CH:23]=1.[O-]CC.[Na+]>C(O)C>[C:1]([O:5][C:6]([N:8]1[CH2:13][CH2:12][C:11]2[N:28]=[C:21]([C:22]3[CH:27]=[CH:26][CH:25]=[CH:24][CH:23]=3)[N:29]=[CH:15][C:10]=2[CH2:9]1)=[O:7])([CH3:4])([CH3:2])[CH3:3] |f:1.2.3,4.5|. Procedure: A mixture of 3-dimethylaminomethylene-4-oxo-piperidine-1-carboxylic acid tert-butyl ester (prepared according to the method of Example 101, Step B, 509 mg, 2.0 mmol), benzamidine hydrochloride hydrate (470 mg, 3.0 mmol), and sodium ethoxide (1 M in ethanol, 6.0 mL, 6.0 mmol) in absolute ethanol (4 mL) was heated to reflux for about 3 d, cooled to room temperature, and concentrated. The residue was diluted with saturated aqueous sodium bicarbonate and extracted with chloroform (3×). The combined ...